This data is from the Open Reaction Database (ORD), a public repository of structured organic reaction records. The task is: describe an organic reaction: reactants, conditions, products, and yield Reactants: C(C1=CC=CC=C1)OC1=C(C=C2C(NC=NC2=C1)=O)OC (7-benzyloxy-6-methoxy-3,4-dihydroquinazolin-4-one), S(=O)(Cl)Cl (thionyl chloride), OC=1C=C(N)C=CC1C (3-hydroxy4-methylaniline). Run in CN(C)C=O (DMF). Product: C(C1=CC=CC=C1)OC1=C(C=C2C(=NC=NC2=C1)NC1=CC(=C(C=C1)C)O)OC (7-benzyloxy-4-(3-hydroxy-4-methylanilino)-6-methoxyquinazoline). Isolated yield 65.9%. Reaction SMILES: [CH2:1]([O:8][C:9]1[CH:18]=[C:17]2[C:12]([C:13](=O)[NH:14][CH:15]=[N:16]2)=[CH:11][C:10]=1[O:20][CH3:21])[C:2]1[CH:7]=[CH:6][CH:5]=[CH:4][CH:3]=1.S(Cl)(Cl)=O.[OH:26][C:27]1[CH:28]=[C:29]([CH:31]=[CH:32][C:33]=1[CH3:34])[NH2:30]>CN(C=O)C>[CH2:1]([O:8][C:9]1[CH:18]=[C:17]2[C:12]([C:13]([NH:30][C:29]3[CH:31]=[CH:32][C:33]([CH3:34])=[C:27]([OH:26])[CH:28]=3)=[N:14][CH:15]=[N:16]2)=[CH:11][C:10]=1[O:20][CH3:21])[C:2]1[CH:7]=[CH:6][CH:5]=[CH:4][CH:3]=1. Reported procedure: A mixture of 7-benzyloxy-6-methoxy-3,4-dihydroquinazolin-4-one (5.18 g, 18.4 mmol), (prepared as described for the starting material in Example 4), DMF (1 ml) and thionyl chloride (70 ml) was heated at reflux under argon for 2 hours. The mixture was allowed to cool, excess thionyl chloride was removed by evaporation and the residue azeotroped to dryness with toluene. The resulting crude 7-benzyloxy-4-chloro-6-methoxyquinazoline hydrochloride was suspended in isopropanol (50 ml) and 3-hydroxy4-me... The reactants are Oc1ccc(Br)cc1, [Na+], [Na+], O=C([O-])[O-], c1ccc(P(c2ccccc2)(c2ccccc2)[Pd](P(c2ccccc2)(c2ccccc2)c2ccccc2)(P(c2ccccc2)(c2ccccc2)c2ccccc2)P(c2ccccc2)(c2ccccc2)c2ccccc2)cc1, OB(O)c1cccnc1. Product: Oc1ccc(-c2cccnc2)cc1. Reaction SMILES: [Br:1][c:2]1[cH:3][cH:4][c:5]([OH:8])[cH:6][cH:7]1.[Na+:18].[Na+:19].[O-:20][C:21](=[O:22])[O-:23].[cH:24]1[cH:25][cH:26][c:27]([P:28]([Pd:29]([P:30]([c:31]2[cH:32][cH:33][cH:34][cH:35][cH:36]2)([c:37]2[cH:38][cH:39][cH:40][cH:41][cH:42]2)[c:43]2[cH:44][cH:45][cH:46][cH:47][cH:48]2)([P:49]([c:50]2[cH:51][cH:52][cH:53][cH:54][cH:55]2)([c:56]2[cH:57][cH:58][cH:59][cH:60][cH:61]2)[c:62]2[cH:63][cH:64][cH:65][cH:66][cH:67]2)[P:68]([c:69]2[cH:70][cH:71][cH:72][cH:73][cH:74]2)([c:75]2[cH:76][cH:77][cH:78][cH:79][cH:80]2)[c:81]2[cH:82][cH:83][cH:84][cH:85][cH:86]2)([c:87]2[cH:88][cH:89][cH:90][cH:91][cH:92]2)[c:93]2[cH:94][cH:95][cH:96][cH:97][cH:98]2)[cH:99][cH:100]1.[n:9]1[cH:10][c:11]([B:15]([OH:16])[OH:17])[cH:12][cH:13][cH:14]1>>[c:2]1(-[c:11]2[cH:10][n:9][cH:14][cH:13][cH:12]2)[cH:3][cH:4][c:5]([OH:8])[cH:6][cH:7]1. Starting materials: COCCCN1CCOc2ccc(COC3CN(C(=O)OCc4ccccc4)C(C(=O)O)CC3c3ccc(OC)cc3)cc21, NCc1cccc(-c2ccccc2)c1. The product is COCCCN1CCOc2ccc(COC3CN(C(=O)OCc4ccccc4)C(C(=O)NCc4cccc(-c5ccccc5)c4)CC3c3ccc(OC)cc3)cc21. RXN SMILES: [CH2:1]([c:2]1[cH:3][cH:4][cH:5][cH:6][cH:7]1)[O:8][C:9](=[O:10])[N:11]1[CH:12]([C:42](=[O:43])[OH:44])[CH2:13][CH:14]([c:34]2[cH:35][cH:36][c:37]([O:40][CH3:41])[cH:38][cH:39]2)[CH:15]([O:17][CH2:18][c:19]2[cH:20][cH:21][c:22]3[c:23]([cH:33]2)[N:24]([CH2:28][CH2:29][CH2:30][O:31][CH3:32])[CH2:25][CH2:26][O:27]3)[CH2:16]1.[c:45]1(-[c:51]2[cH:52][c:53]([CH2:54][NH2:55])[cH:56][cH:57][cH:58]2)[cH:46][cH:47][cH:48][cH:49][cH:50]1>>[CH2:1]([c:2]1[cH:3][cH:4][cH:5][cH:6][cH:7]1)[O:8][C:9](=[O:10])[N:11]1[CH:12]([C:42](=[O:43])[NH:55][CH2:54][c:53]2[cH:52][c:51](-[c:45]3[cH:46][cH:47][cH:48][cH:49][cH:50]3)[cH:58][cH:57][cH:56]2)[CH2:13][CH:14]([c:34]2[cH:35][cH:36][c:37]([O:40][CH3:41])[cH:38][cH:39]2)[CH:15]([O:17][CH2:18][c:19]2[cH:20][cH:21][c:22]3[c:23]([cH:33]2)[N:24]([CH2:28][CH2:29][CH2:30][O:31][CH3:32])[CH2:25][CH2:26][O:27]3)[CH2:16]1.